describe an organic reaction: reactants, conditions, products, and yield From a dataset of the Open Reaction Database (ORD), a public repository of structured organic reaction records. The reactants are C(C)(C)(C)OC(=O)N1CCC(CC1)NC1=CC=C(C=C1)C(F)(F)F (1-(tert-Butoxycarbonyl)-4-[[4-(trifluoromethyl)phenyl]amino]piperidine), ClCC1=CC(=NC=C1)C1=CC(=C(C(=C1)OC)OC)OC (4-chloromethyl-2-(3,4,5-trimethoxyphenyl)pyridine). Yields the product C(C)(C)(C)OC(=O)N1CCC(CC1)N(CC1=CC(=NC=C1)C1=CC(=C(C(=C1)OC)OC)OC)C1=CC=C(C=C1)C(F)(F)F (1-(tert-Butoxycarbonyl)-4-[N-[4-(trifluoromethyl)phenyl]-N-[[2-(3,4,5-trimethoxyphenyl)pyridin-4-yl]methyl]amino]piperidine). Reaction SMILES: [C:1]([O:5][C:6]([N:8]1[CH2:13][CH2:12][CH:11]([NH:14][C:15]2[CH:20]=[CH:19][C:18]([C:21]([F:24])([F:23])[F:22])=[CH:17][CH:16]=2)[CH2:10][CH2:9]1)=[O:7])([CH3:4])([CH3:3])[CH3:2].Cl[CH2:26][C:27]1[CH:32]=[CH:31][N:30]=[C:29]([C:33]2[CH:38]=[C:37]([O:39][CH3:40])[C:36]([O:41][CH3:42])=[C:35]([O:43][CH3:44])[CH:34]=2)[CH:28]=1>>[C:1]([O:5][C:6]([N:8]1[CH2:13][CH2:12][CH:11]([N:14]([C:15]2[CH:16]=[CH:17][C:18]([C:21]([F:24])([F:22])[F:23])=[CH:19][CH:20]=2)[CH2:26][C:27]2[CH:32]=[CH:31][N:30]=[C:29]([C:33]3[CH:38]=[C:37]([O:39][CH3:40])[C:36]([O:41][CH3:42])=[C:35]([O:43][CH3:44])[CH:34]=3)[CH:28]=2)[CH2:10][CH2:9]1)=[O:7])([CH3:4])([CH3:2])[CH3:3]. Procedure details: 1-(tert-Butoxycarbonyl)-4-[[4-(trifluoromethyl)phenyl]amino]piperidine (688 mg) and 4-chloromethyl-2-(3,4,5-trimethoxyphenyl)pyridine (588 mg) was treated in the same manner as described in Example 9 to give light yellow amorphous of the title compound. Reactants: ClC1=NC2=C(C=CC=C2C=C1)[N+](=O)[O-] (2-chloro-8-nitroquinoline), CC(C)(C)[O-].[Na+] (NaOtBu), C(CCC)NC1=NC2=C(C=CC=C2C=C1)[N+](=O)[O-] (N-butyl-8-nitro-2-quinoline amine), tris(dibenzylidene-acetone) dipalladium(0), C1(=CC=CC=C1)P(C1=C(C2=CC=CC=C2C=C1)C1=C(C=CC2=CC=CC=C12)P(C1=CC=CC=C1)C1=CC=CC=C1)C1=CC=CC=C1 (rac-2,2′-bis(diphenylphosphino)-1,1′-binaphthyl), [Cl-].[NH4+] (ammonium chloride), ClC1=NC2=C(C=CC=C2C=C1)[N+](=O)[O-] (2-chloro-8-nitroquinoline). The solvent is C1(=CC=CC=C1)C (toluene). Reaction conditions: time 30 minute. Product: C(CCC)N(C1=NC2=C(C=CC=C2C=C1)[N+](=O)[O-])C1=NC2=C(C=CC=C2C=C1)[N+](=O)[O-] (N-butyl-2,2′-imino-bis(8-nitroquinoline)). The yield is 38.0%. RXN SMILES: Cl[C:2]1[CH:11]=[CH:10][C:9]2[C:4](=[C:5]([N+:12]([O-:14])=[O:13])[CH:6]=[CH:7][CH:8]=2)[N:3]=1.CC([O-])(C)C.[Na+].[CH2:21]([NH:25][C:26]1[CH:35]=[CH:34][C:33]2[C:28](=[C:29]([N+:36]([O-:38])=[O:37])[CH:30]=[CH:31][CH:32]=2)[N:27]=1)[CH2:22][CH2:23][CH3:24].C1(P(C2C=CC=CC=2)C2C=CC3C(=CC=CC=3)C=2C2C3C(=CC=CC=3)C=CC=2P(C2C=CC=CC=2)C2C=CC=CC=2)C=CC=CC=1.[Cl-].[NH4+]>C1(C)C=CC=CC=1>[CH2:21]([N:25]([C:26]1[CH:35]=[CH:34][C:33]2[C:28](=[C:29]([N+:36]([O-:38])=[O:37])[CH:30]=[CH:31][CH:32]=2)[N:27]=1)[C:2]1[CH:11]=[CH:10][C:9]2[C:4](=[C:5]([N+:12]([O-:14])=[O:13])[CH:6]=[CH:7][CH:8]=2)[N:3]=1)[CH2:22][CH2:23][CH3:24] |f:1.2,5.6|. Procedure: 2-chloro-8-nitroquinoline (122 mg; 0.59 mmol) and NaOtBu (77.5 mg; 0.81 mmol) are added to a violet suspension of N-butyl-8-nitro-2-quinoline amine (0.17 g; 0.69 mmol), tris(dibenzylidene-acetone)-dipalladium(0) (13 mg; 0.014 mmol) and rac-2,2′-bis(diphenylphosphino)-1,1′-binaphthyl (17 mg; 0.027 mmol) in 5 ml of toluene under argon. The medium is heated under reflux for 3 hours, then 2-chloro-8-nitroquinoline (22 mg; 0.11 mmol) is again added. Heating is continued for 2 hours 30 minutes then 10... The reactants are CCO, Nc1c(OCC2CO2)cccc1[N+](=O)[O-], c1ccc(OCC2CCNCC2)cc1. Product: Nc1c(OCC(O)CN2CCC(COc3ccccc3)CC2)cccc1[N+](=O)[O-]. Reaction SMILES: [CH3:30][CH2:31][OH:32].[NH2:1][c:2]1[c:3]([O:4][CH2:5][CH:6]2[CH2:7][O:8]2)[cH:9][cH:10][cH:11][c:12]1[N+:13](=[O:14])[O-:15].[O:16]([c:17]1[cH:18][cH:19][cH:20][cH:21][cH:22]1)[CH2:23][CH:24]1[CH2:25][CH2:26][NH:27][CH2:28][CH2:29]1>>[NH2:1][c:2]1[c:3]([O:4][CH2:5][CH:6]([CH2:7][N:27]2[CH2:26][CH2:25][CH:24]([CH2:23][O:16][c:17]3[cH:18][cH:19][cH:20][cH:21][cH:22]3)[CH2:29][CH2:28]2)[OH:8])[cH:9][cH:10][cH:11][c:12]1[N+:13](=[O:14])[O-:15]. Product: C(C1=CC=CC=C1)(=O)[C@@]([C@@](C(=O)O)(O)C(C1=CC=CC=C1)=O)(O)C(=O)O.N1=CNC2=C1CCC(C2)N (4,5,6,7-Tetrahydro-3H-benzoimidazol-5-ylamine dibenzoyl-D-tartrate). The reactants are Cl.Cl.N1C=NC2=C1CCC(C2)N (4,5,6,7-Tetrahydro-1H-benzoimidazol-5-ylamine dihydrochloride salt), C(C1=CC=CC=C1)[C@@]([C@@](C(=O)O)(O)CC1=CC=CC=C1)(O)C(=O)O (dibenzyl-D-tartaric acid), O (H2O), O (H2O), C([O-])(O)=O.[Na+] (sodium bicarbonate). Reaction SMILES: Cl.Cl.[NH:3]1[C:7]2[CH2:8][CH2:9][CH:10]([NH2:12])[CH2:11][C:6]=2[N:5]=[CH:4]1.C(=O)(O)[O-:14].[Na+].[CH2:18]([C@:25]([C:39]([OH:41])=[O:40])([OH:38])[C@:26]([CH2:31][C:32]1[CH:37]=[CH:36][CH:35]=[CH:34][CH:33]=1)([OH:30])[C:27]([OH:29])=[O:28])[C:19]1[CH:24]=[CH:23][CH:22]=[CH:21][CH:20]=1.[OH2:42]>>[C:31]([C@:26]([C:27]([OH:29])=[O:28])([OH:30])[C@:25]([C:18](=[O:14])[C:19]1[CH:24]=[CH:23][CH:22]=[CH:21][CH:20]=1)([OH:38])[C:39]([OH:41])=[O:40])(=[O:42])[C:32]1[CH:33]=[CH:34][CH:35]=[CH:36][CH:37]=1.[N:3]1[C:7]2[CH2:8][CH2:9][CH:10]([NH2:12])[CH2:11][C:6]=2[NH:5][CH:4]=1 |f:0.1.2,3.4,7.8|. Procedure: (Siegfried Schwarz and Walter Schunack; Arch. Pharm. vol 312, pp 933-939, year 1979). Dissolve 4,5,6,7-Tetrahydro-1H-benzoimidazol-5-ylamine dihydrochloride salt (42 g, 200 mmol) (Preparation 8) into 350 ml H2O. Add to this solution sodium bicarbonate (50 g, 600 mmol) portion wise until bubbling ceases. Heating to 60° C. may be needed for complete quenching of the salt. The final pH is 10. Concentrate this aqueous mixture and dry on a vacuum pump overnight. Add warm ethanol (400 ml) and stir to ... Conditions: temperature 60 celsius, time 12.5 minute. Reaction SMILES: Cl[CH2:2][CH2:3][CH2:4][CH2:5][O:6][C:7]1[CH:8]=[CH:9][C:10]2[NH:15][C:14](=[O:16])[O:13][CH2:12][C:11]=2[CH:17]=1.[CH3:18][C:19]1[CH:20]=[C:21]([SH:26])[CH:22]=[CH:23][C:24]=1[CH3:25]>>[CH3:18][C:19]1[CH:20]=[C:21]([S:26][CH2:2][CH2:3][CH2:4][CH2:5][O:6][C:7]2[CH:8]=[CH:9][C:10]3[NH:15][C:14](=[O:16])[O:13][CH2:12][C:11]=3[CH:17]=2)[CH:22]=[CH:23][C:24]=1[CH3:25]. Procedure: Prepared analogously to Example 1 from 6-(4-chlorobutoxy)-4H-3,1-benzoxazin-2-one and 3,4-dimethyl-thiophenol. Reactants: ClCCCCOC=1C=CC2=C(COC(N2)=O)C1 (6-(4-chlorobutoxy)-4H-3,1-benzoxazin-2-one), CC=1C=C(C=CC1C)S (3,4-dimethyl-thiophenol). Product: CC=1C=C(C=CC1C)SCCCCOC=1C=CC2=C(COC(N2)=O)C1 (6-[4-(3,4-Dimethyl-phenylmercapto)-butoxy]-4H-3,1-benzoxazin-2-one).